From a dataset of the Open Reaction Database (ORD), a public repository of structured organic reaction records. describe an organic reaction: reactants, conditions, products, and yield The reactants are O=C(O)c1cccnc1Cl, ClCCl, CN(C)C=O, O=S(Cl)Cl. Product: O=C(Cl)c1cccnc1Cl. Reaction SMILES: [Cl:10][c:11]1[c:12]([C:13](=[O:14])[OH:15])[cH:16][cH:17][cH:18][n:19]1.[Cl:20][CH2:21][Cl:22].[O:5]=[CH:6][N:7]([CH3:8])[CH3:9].[S:1]([Cl:2])([Cl:3])=[O:4]>>[Cl:3][C:13]([c:12]1[c:11]([Cl:10])[n:19][cH:18][cH:17][cH:16]1)=[O:14]. Reactants: C1CCNCC1, CC(=O)O, O=C1CNC(=S)N1, N#Cc1cc(C=O)cc(O)c1O. The product is N#Cc1cc(C=C2NC(=S)NC2=O)cc(O)c1O. RXN SMILES: [CH2:20]1[CH2:21][CH2:22][NH:23][CH2:24][CH2:25]1.[CH3:26][C:27](=[O:28])[OH:29].[NH:1]1[C:2](=[S:3])[NH:4][C:5](=[O:6])[CH2:7]1.[OH:8][c:9]1[cH:10][c:11]([CH:12]=[O:13])[cH:14][c:15]([C:18]#[N:19])[c:16]1[OH:17]>>[NH:1]1[C:2](=[S:3])[NH:4][C:5](=[O:6])[C:7]1=[CH:12][c:11]1[cH:10][c:9]([OH:8])[c:16]([OH:17])[c:15]([C:18]#[N:19])[cH:14]1. Starting materials: CCCC(OC)(OC)OC, COc1ccc(-c2nsc(S(N)(=O)=O)n2)cc1, CCCCCC. Yields the product CCCC(=NS(=O)(=O)c1nc(-c2ccc(OC)cc2)ns1)OC. Reaction SMILES: [C:18]([CH2:19][CH2:20][CH3:21])([O:22][CH3:23])([O:24][CH3:25])[O:26][CH3:27].[CH3:1][O:2][c:3]1[cH:4][cH:5][c:6](-[c:9]2[n:10][s:11][c:12]([S:14](=[O:15])(=[O:16])[NH2:17])[n:13]2)[cH:7][cH:8]1.[CH3:28][CH2:29][CH2:30][CH2:31][CH2:32][CH3:33]>>[CH3:1][O:2][c:3]1[cH:4][cH:5][c:6](-[c:9]2[n:10][s:11][c:12]([S:14](=[O:15])(=[O:16])[N:17]=[C:18]([CH2:19][CH2:20][CH3:21])[O:22][CH3:23])[n:13]2)[cH:7][cH:8]1. The reactants are ClC1=CC(=CC=C1)C(=O)OO (m-chloroperbenzoic acid), FC=1C(=C(C2=C(C(C=C(O2)C2=CC(=C(C=C2)NC(C(C)(C)C)=O)F)=O)C1NC(C(C)(C)C)=O)F)SC (6,8-difluoro-2-(3-fluoro-4-pivaloylaminophenyl)-7-methylthio-5-pivaloylamino-4H-1-benzopyran-4-one), S(=O)(O)[O-].[Na+] (sodium hydrogensulfite). Run in ClCCl (dichloromethane). Conditions: time 3 hour. Yields the product FC=1C(=C(C2=C(C(C=C(O2)C2=CC(=C(C=C2)NC(C(C)(C)C)=O)F)=O)C1NC(C(C)(C)C)=O)F)S(=O)(=O)C (6,8-difluoro-2-(3-fluoro-4-pivaloylaminophenyl)-7-methylsulfonyl-5-pivaloylamino-4H-1-benzopyran-4-one). Yield: 94.0%. As a reaction SMILES: [F:1][C:2]1[C:3](SC)=[C:4]([F:34])[C:5]2[O:10][C:9]([C:11]3[CH:16]=[CH:15][C:14]([NH:17][C:18](=[O:23])[C:19]([CH3:22])([CH3:21])[CH3:20])=[C:13]([F:24])[CH:12]=3)=[CH:8][C:7](=[O:25])[C:6]=2[C:26]=1[NH:27][C:28](=[O:33])[C:29]([CH3:32])([CH3:31])[CH3:30].Cl[C:38]1C=CC=C(C(OO)=O)C=1.[S:48]([O-:51])(O)=[O:49].[Na+]>ClCCl>[F:1][C:2]1[C:3]([S:48]([CH3:38])(=[O:51])=[O:49])=[C:4]([F:34])[C:5]2[O:10][C:9]([C:11]3[CH:16]=[CH:15][C:14]([NH:17][C:18](=[O:23])[C:19]([CH3:22])([CH3:21])[CH3:20])=[C:13]([F:24])[CH:12]=3)=[CH:8][C:7](=[O:25])[C:6]=2[C:26]=1[NH:27][C:28](=[O:33])[C:29]([CH3:32])([CH3:31])[CH3:30] |f:2.3|. Procedure details: 203 mg (0.391mmol) of 6,8-difluoro-2-(3-fluoro-4-pivaloylaminophenyl)-7-methylthio-5-pivaloylamino-4H-1-benzopyran-4-one obtained in Example 85 (2) was dissolved in 5 mL of dichloromethane, 850 mg (3.91 mmol) of m-chloroperbenzoic acid was added under ice-cooling and the mixture was stirred at room temperature for 3 hours. An aqueous solution of sodium hydrogensulfite was added to the reaction solution and the mixture was extracted once with chloroform. The organic layer was washed once with an ...